This data is from the Open Reaction Database (ORD), a public repository of structured organic reaction records. The task is: describe an organic reaction: reactants, conditions, products, and yield Starting materials: FC=1C=C(CBr)C=CC1 (3-Fluorobenzyl bromide), [H-].[Na+] (Sodium hydride), C(C)N1CC(NCC1)=O (4-ethyl-piperazin-2-one), C(C)N1CC(NCC1)=O (4-ethyl-piperazin-2-one). Solvent: C1CCOC1 (THF), O (water), C(C)(=O)OCC (ethyl acetate). Run at time 10 minute. Product: C(C)N1CC(N(CC1)CC1=CC(=CC=C1)F)=O (4-ethyl-1-(3-fluorobenzyl)piperazin-2-one). The yield is 63.0%. Reaction SMILES: [H-].[Na+].[CH2:3]([N:5]1[CH2:10][CH2:9][NH:8][C:7](=[O:11])[CH2:6]1)[CH3:4].[F:12][C:13]1[CH:14]=[C:15]([CH:18]=[CH:19][CH:20]=1)[CH2:16]Br>C1COCC1.O.C(OCC)(=O)C>[CH2:3]([N:5]1[CH2:10][CH2:9][N:8]([CH2:16][C:15]2[CH:18]=[CH:19][CH:20]=[C:13]([F:12])[CH:14]=2)[C:7](=[O:11])[CH2:6]1)[CH3:4] |f:0.1|. Reported procedure: Sodium hydride (60% oil dispersion, 0.176 g) was added to a stirred solution of 4-ethyl-piperazin-2-one (Intermediate 176, 0.512 g) in anhydrous THF (10 mL) and the mixture was stirred at room temperature for 10 minutes. 3-Fluorobenzyl bromide (0.827 g) was added and stirring was continued for 2 hours. The solution was diluted with water and ethyl acetate and the organic layer was dried (Na2SO4) and filtered. The filtrate was concentrated in vacuo and the residue was purified by chromatography o... The reactants are [Cl-], Cc1cc(Cl)cc(CC#N)c1, COc1nc(Cl)c(C(C)C)c(OC)n1, [H-], [NH4+], [Na+], CN(C)C=O. Yields the product COc1nc(OC)c(C(C)C)c(C(C#N)c2cc(C)cc(Cl)c2)n1. Reaction SMILES: [Cl-:28].[Cl:15][c:16]1[cH:17][c:18]([CH2:23][C:24]#[N:25])[cH:19][c:20]([CH3:22])[cH:21]1.[Cl:1][c:2]1[n:3][c:4]([O:13][CH3:14])[n:5][c:6]([O:11][CH3:12])[c:7]1[CH:8]([CH3:9])[CH3:10].[H-:26].[NH4+:29].[Na+:27].[O:30]=[CH:31][N:32]([CH3:33])[CH3:34]>>[c:2]1([CH:23]([c:18]2[cH:17][c:16]([Cl:15])[cH:21][c:20]([CH3:22])[cH:19]2)[C:24]#[N:25])[n:3][c:4]([O:13][CH3:14])[n:5][c:6]([O:11][CH3:12])[c:7]1[CH:8]([CH3:9])[CH3:10]. The reactants are C(C)(C)N(CC)C(C)C (diisopropylethylamine), [B-](F)(F)(F)F.CN(C)C(=[N+](C)C)ON1C(=O)CCC1=O (TSTU), NC[C@]1([C@H](C[C@@H](O1)N1C(=O)NC(=O)C(C)=C1)O)CO (4′-C-Aminomethylthymidine), C1=CC=CC=2C3=CC=CC=C3C(C12)COC(=O)N[C@@H](CC(C)C)C(=O)O (N-(9-fluorenylmethyloxycarbonyl)leucine), C(C)(=O)NCC(=O)NC[C@]1([C@H](C[C@@H](O1)N1C(=O)NC(=O)C(C)=C1)O)CO (4′-C-(N-Acetylglycylaminomethyl)thymidine). The solvent is CN(C)C=O (DMF). The product is C1=CC=CC=2C3=CC=CC=C3C(C12)COC(=O)N[C@@H](CC(C)C)C(=O)NC[C@]1([C@H](C[C@@H](O1)N1C(=O)NC(=O)C(C)=C1)O)CO (4′-C-[N-(9-Fluorenylmethyloxycarbonyl)leucylaminomethyl)thymidine), solid. Reaction SMILES: [NH2:1][CH2:2][C@:3]1([CH2:18][OH:19])[O:7][C@@H:6]([N:8]2[CH:16]=[C:14]([CH3:15])[C:12](=[O:13])[NH:11][C:9]2=[O:10])[CH2:5][C@@H:4]1[OH:17].[CH:20]1[C:32]2[CH:31]([CH2:33][O:34][C:35]([NH:37][C@H:38]([C:43](O)=[O:44])[CH2:39][CH:40]([CH3:42])[CH3:41])=[O:36])[C:30]3[C:25](=[CH:26][CH:27]=[CH:28][CH:29]=3)[C:24]=2[CH:23]=[CH:22][CH:21]=1.[B-](F)(F)(F)F.CN(C(ON1C(=O)CCC1=O)=[N+](C)C)C.C(N(C(C)C)CC)(C)C.C(NCC(NC[C@]1(CO)O[C@@H](N2C=C(C)C(=O)NC2=O)C[C@@H]1O)=O)(=O)C>CN(C=O)C>[CH:29]1[C:30]2[CH:31]([CH2:33][O:34][C:35]([NH:37][C@H:38]([C:43]([NH:1][CH2:2][C@:3]3([CH2:18][OH:19])[O:7][C@@H:6]([N:8]4[CH:16]=[C:14]([CH3:15])[C:12](=[O:13])[NH:11][C:9]4=[O:10])[CH2:5][C@@H:4]3[OH:17])=[O:44])[CH2:39][CH:40]([CH3:42])[CH3:41])=[O:36])[C:32]3[C:24](=[CH:23][CH:22]=[CH:21][CH:20]=3)[C:25]=2[CH:26]=[CH:27][CH:28]=1 |f:2.3|. Reported procedure: 4′-C-(Aminomethyl)thymidine (4) (0.025 g, 0.1 mmol), N-(9-fluorenylmethyloxycarbonyl)leucine (0.071 g, 0.2 mmol), TSTU (0.09 g, 0.3 mmol) and diisopropylethylamine (0.065 g, 0.5 mmol, 0.087 mL) were combined in DMF (1 mL) according to the procedure used to prepare compound (19). The title compound (20) was obtained as an amorphous solid (0.056 g). δH(300 MHz, CD3OD) 7.86–7.37(8H, m, Fmoc), 7.74(1H, s, H-6), 6.24(1H, dd, H-1′), 4.56(1H, dd, H-3′), 3.68(2H, 2d, H-5′), 3.40(2H, 2d, 4′-C—CH2), 2.37(... The reactants are C(C)(C)N(C(C)C)CCOC1=CC=C(C=C1C)C(CC(=O)C1=CC=CC=C1)(C1=CC=CC=C1)C (4-[2-(N,N-diisopropylamino)-ethoxy]-3,5-dimethyl-β,β-diphenylpropiophenone), O1CCN(CC1)CCOC1=CC=C(C=C1C)C(CC(=O)C1=CC=CC=C1)(C1=CC=CC=C1)C (4-[2-morpholino-ethoxy]-3,5-dimethyl-β,β-diphenylpropiophenone). Yields the product N1(CCCCC1)CCOC1=CC=C(C=C1C)C(CC(=O)C1=CC=CC=C1)(C1=CC=CC=C1)C (4-[2-piperidino-ethoxy]-3,5-dimethyl-β,β-diphenylpropiophenone). RXN SMILES: [CH:1](N(CCOC1C(C)=CC(C(C)(C2C=CC=CC=2)CC(C2C=CC=CC=2)=O)=CC=1)C(C)C)(C)C.O1[CH2:40][CH2:39][N:38]([CH2:41][CH2:42][O:43][C:44]2[C:49]([CH3:50])=[CH:48][C:47]([C:51]([CH3:67])([C:61]3[CH:66]=[CH:65][CH:64]=[CH:63][CH:62]=3)[CH2:52][C:53]([C:55]3[CH:60]=[CH:59][CH:58]=[CH:57][CH:56]=3)=[O:54])=[CH:46][CH:45]=2)[CH2:37][CH2:36]1>>[N:38]1([CH2:41][CH2:42][O:43][C:44]2[C:49]([CH3:50])=[CH:48][C:47]([C:51]([CH3:67])([C:61]3[CH:66]=[CH:65][CH:64]=[CH:63][CH:62]=3)[CH2:52][C:53]([C:55]3[CH:56]=[CH:57][CH:58]=[CH:59][CH:60]=3)=[O:54])=[CH:46][CH:45]=2)[CH2:37][CH2:36][CH2:1][CH2:40][CH2:39]1. Reported procedure: 4-[2-(N,N-diisopropylamino)-ethoxy]-3,5-dimethyl-β,β-diphenylpropiophenone (hydrochloride: hereinafter "BC 79") 4-[2-morpholino-ethoxy]-3,5-dimethyl-β,β-diphenylpropiophenone Starting materials: CCOC(C(=O)NCc1ccc(C(=N)NC(=O)OCc2ccccc2)cc1)c1c(F)cc(O)cc1F, CCO, Cl. Product: Cl, CCOC(C(=O)NCc1ccc(C(=N)N)cc1)c1c(F)cc(O)cc1F. RXN SMILES: [CH2:1]([O:2][C:3](=[O:4])[NH:10][C:11](=[NH:12])[c:13]1[cH:14][cH:15][c:16]([CH2:19][NH:20][C:21]([CH:22]([O:23][CH2:24][CH3:25])[c:26]2[c:27]([F:34])[cH:28][c:29]([OH:33])[cH:30][c:31]2[F:32])=[O:35])[cH:17][cH:18]1)[c:5]1[cH:6][cH:7][cH:8][cH:9][cH:36]1.[CH3:38][CH2:39][OH:40].[ClH:37]>>[ClH:37].[NH:10]=[C:11]([NH2:12])[c:13]1[cH:14][cH:15][c:16]([CH2:19][NH:20][C:21]([CH:22]([O:23][CH2:24][CH3:25])[c:26]2[c:27]([F:34])[cH:28][c:29]([OH:33])[cH:30][c:31]2[F:32])=[O:35])[cH:17][cH:18]1. Reactants: BrC=1C(=C(C(=NC1)N)[N+](=O)[O-])N1CCN(CC1)C(C)C1=NC=CC=C1 (5-bromo-3-nitro-4-(4-(1-(pyridin-2-yl)ethyl)piperazin-1-yl)pyridin-2-amine), BrC=1C(=C(C(=NC1)N)[N+](=O)[O-])Cl (5-bromo-4-chloro-3-nitropyridin-2-amine), FC(C1=CC=C(C=N1)CN1CCN(CC1)C(=O)OC(C)(C)C)(F)F (tert-butyl 4-((6-(trifluoromethyl)pyridin-3-yl)methyl)piperazine-1-carboxylate), C(=O)(C(F)(F)F)O (TFA). Run in CC(C)O (iPrOH), C(Cl)Cl (CH2Cl2), CCN(C(C)C)C(C)C (DIPEA). Product: BrC=1C(=C(C(=NC1)N)[N+](=O)[O-])N1CCN(CC1)CC=1C=NC(=CC1)C(F)(F)F (5-Bromo-3-nitro-4-(4-((6-(trifluoromethyl)pyridin-3-yl)methyl)piperazin-1-yl)pyridin-2-amine). Reaction SMILES: [Br:1][C:2]1[C:3]([N:12]2[CH2:17][CH2:16][N:15]([CH:18](C3C=CC=CN=3)C)[CH2:14][CH2:13]2)=[C:4]([N+:9]([O-:11])=[O:10])[C:5]([NH2:8])=[N:6][CH:7]=1.[F:26][C:27]([F:49])([F:48])[C:28]1[N:33]=[CH:32][C:31](CN2CCN(C(OC(C)(C)C)=O)CC2)=[CH:30][CH:29]=1.C(O)(C(F)(F)F)=O.BrC1C(Cl)=C([N+]([O-])=O)C(N)=NC=1>CC(O)C.CCN(C(C)C)C(C)C.C(Cl)Cl>[Br:1][C:2]1[C:3]([N:12]2[CH2:17][CH2:16][N:15]([CH2:18][C:31]3[CH:32]=[N:33][C:28]([C:27]([F:49])([F:48])[F:26])=[CH:29][CH:30]=3)[CH2:14][CH2:13]2)=[C:4]([N+:9]([O-:11])=[O:10])[C:5]([NH2:8])=[N:6][CH:7]=1. Procedure details: This was prepared using the same procedure as for 5-bromo-3-nitro-4-(4-(1-(pyridin-2-yl)ethyl)piperazin-1-yl)pyridin-2-amine, but here using tert-butyl 4-((6-(trifluoromethyl)pyridin-3-yl)methyl)piperazine-1-carboxylate (1.1 eq, 0.27 mmol, 93 mg), TFA (1 mL) and CH2Cl2 (3 mL), then 5-bromo-4-chloro-3-nitropyridin-2-amine (62 mg, 0.24 mmol) in iPrOH (3 mL) and DIPEA (1 mL). Filtration and washing as previously described gave the product (78 mg, 63% for two steps) as a yellow solid; δH (500 MHz, D... Reactants: NC(C)C (2-aminopropane), ClC1=CC2=C(O[C@@H](O[C@@H]2C2=CC=CC=C2)C(=O)O)C=C1 (cis-6-chloro-4-phenyl-1,3-benzodioxan-2-carboxylic acid), CN(C=O)C (DMF), S(=O)(Cl)Cl (thionyl chloride). Run in C(Cl)Cl (CH2Cl2), C(Cl)Cl (CH2Cl2), C(Cl)Cl (CH2Cl2). Run at time 65 hour. Yields the product ClC1=CC2=C(O[C@@H](O[C@@H]2C2=CC=CC=C2)C(=O)NC(C)C)C=C1 (cis-6-Chloro-4-phenyl-N-(2-propyl)-1,3-benzodioxan-2-carboxamide). Reaction SMILES: [Cl:1][C:2]1[CH:20]=[CH:19][C:5]2[O:6][C@H:7]([C:16]([OH:18])=O)[O:8][C@H:9]([C:10]3[CH:15]=[CH:14][CH:13]=[CH:12][CH:11]=3)[C:4]=2[CH:3]=1.CN(C)C=O.S(Cl)(Cl)=O.[NH2:30][CH:31]([CH3:33])[CH3:32]>C(Cl)Cl>[Cl:1][C:2]1[CH:20]=[CH:19][C:5]2[O:6][C@H:7]([C:16]([NH:30][CH:31]([CH3:33])[CH3:32])=[O:18])[O:8][C@H:9]([C:10]3[CH:15]=[CH:14][CH:13]=[CH:12][CH:11]=3)[C:4]=2[CH:3]=1. Procedure: To a solution at room temperature of 6.0 g (20.6 mmoles) of cis-6-chloro-4-phenyl-1,3-benzodioxan-2-carboxylic acid and ca. 1 ml of anhydrous DMF (dimethylformamide) in 300 ml of anhydrous CH2Cl2 was added dropwise a solution of 8.95 ml (123.6 mmoles) of thionyl chloride in 50 ml of anhydrous CH2Cl2. After addition, the solution was stirred and refluxed for 2.5 hours. The solvent and excess SOCl2 were then removed under reduced pressure and the residue was flashed down twice with anhydrous benze... Reactants: CN1C(SC(C1=O)(C)C)=NO (3,5,5-trimethyl-2-oximino thiazolidin-4-one), CN(C(=O)F)SSC1CCCCC1 (N-methyl-N-(cyclohexylthiosulfenyl) carbamoyl fluoride), [OH-].[K+] (potassium hydroxide). The product is CN(C(=O)ON=C1SC(C(N1C)=O)(C)C)SSC1CCCCC1 (2-[[O-[N-methyl-N-(cyclohexylthiosulfenyl)carbamoyl]oximino]]-3,5,5-trimethylthiazolidin-4-one). As a reaction SMILES: [CH3:1][N:2]1[C:6](=[O:7])[C:5]([CH3:9])([CH3:8])[S:4][C:3]1=[N:10][OH:11].[CH3:12][N:13]([S:17][S:18][CH:19]1[CH2:24][CH2:23][CH2:22][CH2:21][CH2:20]1)[C:14](F)=[O:15].[OH-].[K+]>>[CH3:12][N:13]([S:17][S:18][CH:19]1[CH2:24][CH2:23][CH2:22][CH2:21][CH2:20]1)[C:14]([O:11][N:10]=[C:3]1[N:2]([CH3:1])[C:6](=[O:7])[C:5]([CH3:9])([CH3:8])[S:4]1)=[O:15] |f:2.3|. Procedure details: 2-[[O-[N-Methyl-N-(cyclohexylthiosulfenyl)carbamoyl]oximino]]-3,5,5-trimethylthiazolidin-4-one was prepared according to the procedure described in Example X by reacting 3.48 g (0.02 m) of 3,5,5-trimethyl-2-oximino thiazolidin-4-one with 4.47 g (0.02 m) of N-methyl-N-(cyclohexylthiosulfenyl) carbamoyl fluoride and 1.32 g (0.02 m) of potassium hydroxide. Weight of 2-[[O-[N-methyl-N-(cyclohexylthiosulfenyl)carbamoyl]oximino]]-3,5,5-trimethylthiazolidin-4-one produced was 3.1 g. m.p. 86°-88° C.